From a dataset of the Open Reaction Database (ORD), a public repository of structured organic reaction records. describe an organic reaction: reactants, conditions, products, and yield The reactants are ClC1=C(C=C(C=N1)CC(=O)O)C (2-(6-Chloro-5-methylpyridin-3-yl)acetic acid), N1=C(C=CC=C1)C=1C=NC(=CC1)N (2,3′-bipyridin-6′-amine), C1(CCCCC1)N=C=NC1CCCCC1 (1,3-dicyclohexylcarbodiimide). Reagents/catalysts: CN(C1=CC=NC=C1)C (4-(dimethylamino)pyridine). Run in CN(C)C=O (DMF). Reaction conditions: time 10 hour. The product is N1=C(C=CC=C1)C=1C=NC(=CC1)NC(CC=1C=NC(=C(C1)C)Cl)=O (N-(2,3′-bipyridin-6′-yl)-2-(6-chloro-5-methylpyridin-3-yl)acetamide). Reaction SMILES: [Cl:1][C:2]1[N:7]=[CH:6][C:5]([CH2:8][C:9]([OH:11])=O)=[CH:4][C:3]=1[CH3:12].[N:13]1[CH:18]=[CH:17][CH:16]=[CH:15][C:14]=1[C:19]1[CH:20]=[N:21][C:22]([NH2:25])=[CH:23][CH:24]=1.C1(N=C=NC2CCCCC2)CCCCC1>CN(C)C1C=CN=CC=1.CN(C=O)C>[N:13]1[CH:18]=[CH:17][CH:16]=[CH:15][C:14]=1[C:19]1[CH:20]=[N:21][C:22]([NH:25][C:9](=[O:11])[CH2:8][C:5]2[CH:6]=[N:7][C:2]([Cl:1])=[C:3]([CH3:12])[CH:4]=2)=[CH:23][CH:24]=1. Procedure: A mixture of 2-(6-chloro-5-methylpyridin-3-yl)acetic acid 74-4 (57 mg, 0.31 mmol), 2,3′-bipyridin-6′-amine 124-1 (51 mg, 0.30 mmol), 1,3-dicyclohexylcarbodiimide (75 mg, 0.36 mmol) and 4-(dimethylamino)pyridine (6 mg, 0.06 mmol) in DMF (1.2 mL) was stirred at room temperature for 10 hours. The reaction mixture was filtered through celite, washed and diluted with ethyl acetate (30 ml) and extracted with water 930 ml×2). The organic phase was dried over Na2SO4 and concentrated by evaporation. The ... Reactants: [N+](=O)([O-])C1=CC=C(C=C1)OC(=O)N1CC(CCC1)C(C)NC1=NC=CC(=N1)N1C=NC2=C1C=CC=C2 (2-[1-(1-(4-nitrophenyl)oxycarbonylpiperidin-3-yl)-ethylamino]-4-[benzimidazol-1-yl]pyrimidine), C1NCCC2=CC=CC=C12 (1,2,3,4-tetrahydroisoquinoline), CN(C)C1=NC=CC=C1 (dimethylaminopyridine). Run in C(Cl)Cl (CH2Cl2). Reaction conditions: time 4 day. Product: C1(NCCC2=CC=CC=C12)NC(=O)N1CC(CCC1)C(C)NC1=NC=CC(=N1)N1C=NC2=C1C=CC=C2 (2-[1-(1-(N-(1,2,3,4-Tetrahydroisoquinolyl)carbamoyl)piperidin-3-yl)ethylamino]-4-[benzimidazol-1-yl]pyrimidine). Reaction SMILES: [N+](C1C=CC(O[C:11]([N:13]2[CH2:18][CH2:17][CH2:16][CH:15]([CH:19]([NH:21][C:22]3[N:27]=[C:26]([N:28]4[C:32]5[CH:33]=[CH:34][CH:35]=[CH:36][C:31]=5[N:30]=[CH:29]4)[CH:25]=[CH:24][N:23]=3)[CH3:20])[CH2:14]2)=[O:12])=CC=1)([O-])=O.[CH2:37]1[C:46]2[C:41](=[CH:42][CH:43]=[CH:44][CH:45]=2)[CH2:40][CH2:39][NH:38]1.C[N:48](C1C=CC=CN=1)C>C(Cl)Cl>[CH:37]1([NH:48][C:11]([N:13]2[CH2:18][CH2:17][CH2:16][CH:15]([CH:19]([NH:21][C:22]3[N:27]=[C:26]([N:28]4[C:32]5[CH:33]=[CH:34][CH:35]=[CH:36][C:31]=5[N:30]=[CH:29]4)[CH:25]=[CH:24][N:23]=3)[CH3:20])[CH2:14]2)=[O:12])[C:46]2[C:41](=[CH:42][CH:43]=[CH:44][CH:45]=2)[CH2:40][CH2:39][NH:38]1. Reported procedure: To a solution of 2-[1-(1-(4-nitrophenyl)oxycarbonylpiperidin-3-yl)-ethylamino]-4-[benzimidazol-1-yl]pyrimidine (14.5 mg, 0.03 mmol) in CH2Cl2 (0.5 mL) was added 1,2,3,4-tetrahydroisoquinoline (4.3 gL, 0.033 mmol) followed by a few crystals of dimethylaminopyridine. The reaction mixture was stirred for 4 days, the solvent was removed under reduced pressure, and the crude material was purified by preparative thin layer chromatography eluting with 1:1 acetone:hexane to obtain 4 mg of the title comp... Run in C1CCOC1 (THF), C1CCOC1 (THF). Run at temperature -78 celsius, time 1.5 hour. Reactants: BrCC#N (bromoacetonitrile), N([C@@H](CCC(OC)=O)C(=O)OC)C(=O)OC(C)(C)C (Boc-Glu(OMe)-OMe), [Li+].C[Si](C)(C)[N-][Si](C)(C)C (LiHMDS). The product is C(C)(C)(C)OC(=O)N[C@H](C(=O)OC)CC(C(=O)OC)CC#N ((2S)-dimethyl 2-((tert-butoxycarbonyl)amino)-4-(cyanomethyl)pentanedioate). Reported procedure: To a solution of Boc-Glu(OMe)-OMe (20.0 g., 72.6 mmol) in THF (50 mL) was added dropwise a solution of LiHMDS (26.3 g, 157 mmol) in THF (250 mL) at −78° C. under nitrogen atmosphere. The mixture was stirred at −78° C. for 1.5 h and bromoacetonitrile (13.0 g, 108 mmol) was added dropwise over 1 h while maintaining the temperature below −70° C. The reaction mixture was stirred at −78° C. for 2 h and quenched with pre-cooled methanol (10 mL) in one portion. The mixture was stirred for 10 min and th... The yield is 70.1%. As a reaction SMILES: [NH:1]([C:13]([O:15][C:16]([CH3:19])([CH3:18])[CH3:17])=[O:14])[C@H:2]([C:9]([O:11][CH3:12])=[O:10])[CH2:3][CH2:4][C:5](=[O:8])[O:6][CH3:7].[Li+].C[Si]([N-][Si](C)(C)C)(C)C.Br[CH2:31][C:32]#[N:33]>C1COCC1>[C:16]([O:15][C:13]([NH:1][C@@H:2]([CH2:3][CH:4]([CH2:31][C:32]#[N:33])[C:5]([O:6][CH3:7])=[O:8])[C:9]([O:11][CH3:12])=[O:10])=[O:14])([CH3:19])([CH3:18])[CH3:17] |f:1.2|. Starting materials: C1CCC2=NCCCN2CC1, COC(=NS(C)(=O)=O)c1ccccc1, CCC(NC(=O)C(N)CC1CCCCC1)C(O)c1nc2ccccc2o1. Product: CCC(NC(=O)C(CC1CCCCC1)NC(=NS(C)(=O)=O)c1ccccc1)C(O)c1nc2ccccc2o1. Reaction SMILES: [CH2:41]1[CH2:42][CH2:43][C:44]2=[N:49][CH2:48][CH2:47][CH2:46][N:45]2[CH2:50][CH2:51]1.[CH3:1][O:2][C:3](=[N:4][S:5](=[O:6])(=[O:7])[CH3:8])[c:9]1[cH:10][cH:11][cH:12][cH:13][cH:14]1.[o:15]1[c:16]([CH:24]([CH:25]([CH2:26][CH3:27])[NH:28][C:29]([CH:30]([CH2:31][CH:32]2[CH2:33][CH2:34][CH2:35][CH2:36][CH2:37]2)[NH2:38])=[O:39])[OH:40])[n:17][c:18]2[c:19]1[cH:20][cH:21][cH:22][cH:23]2>>[C:3](=[N:4][S:5](=[O:6])(=[O:7])[CH3:8])([c:9]1[cH:10][cH:11][cH:12][cH:13][cH:14]1)[NH:38][CH:30]([C:29]([NH:28][CH:25]([CH:24]([c:16]1[o:15][c:19]2[c:18]([n:17]1)[cH:23][cH:22][cH:21][cH:20]2)[OH:40])[CH2:26][CH3:27])=[O:39])[CH2:31][CH:32]1[CH2:33][CH2:34][CH2:35][CH2:36][CH2:37]1. Reactants: C(C)(=O)O (acetic acid), resultant mixture, FC(C(CC[C@@H]1[C@H](C(C[C@H]1OC1OCCCC1)=O)C\C=C/CCCCCC(=O)OCC(=O)C1=CC=CC=C1)=O)(CCCC)F (phenacyl (Z)-9-(1R)-[(2R,3R)-2-{4,4-difluoro-3-oxooctyl}-5-oxo-3-(tetrahydropyranyloxy)cyclopentyl]-7-nonenoate), C1CCOC1 (THF). Solvent: solvent, O (water). Run at time 8 hour. Yields the product FC(C(CC[C@@H]1[C@H](C(C[C@H]1O)=O)C\C=C/CCCCCC(=O)OCC(=O)C1=CC=CC=C1)=O)(CCCC)F (phenacyl (Z)-9-(1R)-[(2R,3R)-2-{4,4-difluoro-3-oxooctyl}-3-hydroxy-5-oxocyclopentyl}-7-nonenoate). RXN SMILES: [F:1][C:2]([F:44])([CH2:40][CH2:41][CH2:42][CH3:43])[C:3](=[O:39])[CH2:4][CH2:5][C@H:6]1[C@H:10]([O:11]C2CCCCO2)[CH2:9][C:8](=[O:18])[C@@H:7]1[CH2:19]/[CH:20]=[CH:21]\[CH2:22][CH2:23][CH2:24][CH2:25][CH2:26][C:27]([O:29][CH2:30][C:31]([C:33]1[CH:38]=[CH:37][CH:36]=[CH:35][CH:34]=1)=[O:32])=[O:28].C(O)(=O)C.C1COCC1>O>[F:1][C:2]([F:44])([CH2:40][CH2:41][CH2:42][CH3:43])[C:3](=[O:39])[CH2:4][CH2:5][C@H:6]1[C@H:10]([OH:11])[CH2:9][C:8](=[O:18])[C@@H:7]1[CH2:19]/[CH:20]=[CH:21]\[CH2:22][CH2:23][CH2:24][CH2:25][CH2:26][C:27]([O:29][CH2:30][C:31]([C:33]1[CH:34]=[CH:35][CH:36]=[CH:37][CH:38]=1)=[O:32])=[O:28]. Procedure details: The compound (56) (0.514 g) was dissolved in a mixed solvent (30 ml) consisting of acetic acid, THF and water (4:2:1) and the solution was kept overnight at the room temperature. The resultant mixture was worked up with the conventional procedure and the obtained crude product was subjected to silicagel column chromatography to give the titled compound (46). Yield: 0.272 g (61%). The reactants are C(CCCCCCCCCCCCCCC)NC=1C=C(SC1)C(=O)O (4-(hexadecylamino)-2-thiophenecarboxylic acid), CN(P(=O)(N(C)C)N(C)C)C (hexamethylphosphoramide), [OH-].[Na+] (sodium hydroxide), ICC(CO)O (3-iodo-1,2-propanediol). As a reaction SMILES: [CH2:1]([NH:17][C:18]1[CH:19]=[C:20]([C:23]([OH:25])=[O:24])[S:21][CH:22]=1)[CH2:2][CH2:3][CH2:4][CH2:5][CH2:6][CH2:7][CH2:8][CH2:9][CH2:10][CH2:11][CH2:12][CH2:13][CH2:14][CH2:15][CH3:16].[OH-].[Na+].I[CH2:29][CH:30]([OH:33])[CH2:31][OH:32].CN(C)P(N(C)C)(N(C)C)=O>O.CCOCC>[CH2:1]([NH:17][C:18]1[CH:19]=[C:20]([C:23]([O:25][CH2:29][CH:30]([OH:33])[CH2:31][OH:32])=[O:24])[S:21][CH:22]=1)[CH2:2][CH2:3][CH2:4][CH2:5][CH2:6][CH2:7][CH2:8][CH2:9][CH2:10][CH2:11][CH2:12][CH2:13][CH2:14][CH2:15][CH3:16] |f:1.2|. Procedure: A solution of 7.34 g. of 4-(hexadecylamino)-2-thiophenecarboxylic acid, 4.80 g. of 25% aqueous sodium hydroxide, and 12.6 g. of 3-iodo-1,2-propanediol in 50 ml. of hexamethylphosphoramide is stirred for 24 hours at ambient temperature, diluted with 100 ml. of ether and stirred for 5 days at ambient temperature. The mixture is treated with water and extracted with ether. The dried extracts are evaporated to yield 2,3-dihydroxypropyl 4-(hexadecylamino)-2-thiophenecarboxylate as a white solid. Run in O (water), CCOCC (ether). The product is C(CCCCCCCCCCCCCCC)NC=1C=C(SC1)C(=O)OCC(CO)O (2,3-dihydroxypropyl 4-(hexadecylamino)-2-thiophenecarboxylate). Starting materials: N[C@@H](CC(=O)N1[C@@H](C(NCC1)=O)COC(C)(C)C)CC1=C(C=C(C(=C1)F)F)F ((R)-4-[(R)-3-amino-4-(2,4,5-trifluorophenyl) butanoyl]-3-(t-butoxymethyl)piperazin-2-one), C(CCCCC(=O)O)(=O)O (adipic acid). Run in C(C)(=O)OCC (ethyl acetate), CC(=O)C.O (acetone water). Reaction conditions: time 30 minute. Yields the product C(CCCCC(=O)O)(=O)O.N[C@@H](CC(=O)N1[C@@H](C(NCC1)=O)COC(C)(C)C)CC1=C(C=C(C(=C1)F)F)F ((R)-4-[(R)-3-amino-4-(2,4,5-trifluorophenyl)butanoyl]-3-(t-butoxymethyl)piperazin-2-one adipate). Yield: 49.0%. As a reaction SMILES: [NH2:1][C@H:2]([CH2:19][C:20]1[CH:25]=[C:24]([F:26])[C:23]([F:27])=[CH:22][C:21]=1[F:28])[CH2:3][C:4]([N:6]1[CH2:11][CH2:10][NH:9][C:8](=[O:12])[C@H:7]1[CH2:13][O:14][C:15]([CH3:18])([CH3:17])[CH3:16])=[O:5].[C:29]([OH:38])(=[O:37])[CH2:30][CH2:31][CH2:32][CH2:33][C:34]([OH:36])=[O:35]>C(OCC)(=O)C.CC(C)=O.O>[C:29]([OH:38])(=[O:37])[CH2:30][CH2:31][CH2:32][CH2:33][C:34]([OH:36])=[O:35].[NH2:1][C@H:2]([CH2:19][C:20]1[CH:25]=[C:24]([F:26])[C:23]([F:27])=[CH:22][C:21]=1[F:28])[CH2:3][C:4]([N:6]1[CH2:11][CH2:10][NH:9][C:8](=[O:12])[C@H:7]1[CH2:13][O:14][C:15]([CH3:16])([CH3:17])[CH3:18])=[O:5] |f:3.4,5.6|. Procedure details: 503 mg of the compound obtained in Example 11 was dissolved in 4 mL of ethyl acetate to which a solution of 183 mg of adipic acid in 3 mL of acetone/water (30/1(v/v)) was then slowly added followed by stirring for 30 min. The reaction mixture was concentrated, to which 2 mL of ethyl acetate and 1 mL of 2-propanol were then added followed by stirring. 15 mL of hexane was added thereto, and resulting mixture was stirred for 10 min and filtered to afford 336 mg of the title compound as a solid.